This data is from the Open Reaction Database (ORD), a public repository of structured organic reaction records. The task is: describe an organic reaction: reactants, conditions, products, and yield Starting materials: [Li]CCCC, O=C=Nc1ccc(F)cc1F, C1CCOC1, O, c1ccc(Nc2nnn(CCCCCCCCOC3CCCCO3)n2)cc1. The product is O=C(Nc1ccc(F)cc1F)N(c1ccccc1)c1nnn(CCCCCCCCOC2CCCCO2)n1. As a reaction SMILES: [CH2:28]([Li:29])[CH2:30][CH2:31][CH3:32].[F:33][c:34]1[c:35]([N:41]=[C:42]=[O:43])[cH:36][cH:37][c:38]([F:40])[cH:39]1.[O:45]1[CH2:46][CH2:47][CH2:48][CH2:49]1.[OH2:44].[c:1]1([NH:7][c:8]2[n:9][n:10][n:11]([CH2:13][CH2:14][CH2:15][CH2:16][CH2:17][CH2:18][CH2:19][CH2:20][O:21][CH:22]3[O:23][CH2:24][CH2:25][CH2:26][CH2:27]3)[n:12]2)[cH:2][cH:3][cH:4][cH:5][cH:6]1>>[c:1]1([N:7]([c:8]2[n:9][n:10][n:11]([CH2:13][CH2:14][CH2:15][CH2:16][CH2:17][CH2:18][CH2:19][CH2:20][O:21][CH:22]3[O:23][CH2:24][CH2:25][CH2:26][CH2:27]3)[n:12]2)[C:42]([NH:41][c:35]2[c:34]([F:33])[cH:39][c:38]([F:40])[cH:37][cH:36]2)=[O:43])[cH:2][cH:3][cH:4][cH:5][cH:6]1. Reactants: CN1CCCC1=O, CCN(C(C)C)C(C)C, Cc1cc(Cl)ncn1, Cl, Cl, C1CCOC1, O, c1ccc(C2CCCc3sc(NC4CCNCC4)nc32)cc1. The product is Cc1cc(N2CCC(Nc3nc4c(s3)CCCC4c3ccccc3)CC2)ncn1. As a reaction SMILES: [CH3:42][N:43]1[CH2:44][CH2:45][CH2:46][C:47]1=[O:48].[CH:25]([N:26]([CH2:27][CH3:28])[CH:29]([CH3:30])[CH3:31])([CH3:32])[CH3:33].[Cl:34][c:35]1[n:36][cH:37][n:38][c:39]([CH3:41])[cH:40]1.[ClH:1].[ClH:2].[O:49]1[CH2:50][CH2:51][CH2:52][CH2:53]1.[OH2:54].[c:3]1([CH:9]2[CH2:10][CH2:11][CH2:12][c:13]3[c:14]2[n:15][c:16]([NH:18][CH:19]2[CH2:20][CH2:21][NH:22][CH2:23][CH2:24]2)[s:17]3)[cH:4][cH:5][cH:6][cH:7][cH:8]1>>[c:3]1([CH:9]2[CH2:10][CH2:11][CH2:12][c:13]3[c:14]2[n:15][c:16]([NH:18][CH:19]2[CH2:20][CH2:21][N:22]([c:35]4[n:36][cH:37][n:38][c:39]([CH3:41])[cH:40]4)[CH2:23][CH2:24]2)[s:17]3)[cH:4][cH:5][cH:6][cH:7][cH:8]1. Reactants: BrC1=CSC=C1 (3-bromothiophene), C(CCC)[Sn](CCCC)(CCCC)Cl (tributyltin chloride). Solvent: C(C)OCC (ethyl ether). Conditions: time 1 hour. Product: C(CCC)[Sn](C1=CSC=C1)(CCCC)CCCC (tributyl(3-thienyl)tin). The yield is 74.3%. RXN SMILES: Br[C:2]1[CH:6]=[CH:5][S:4][CH:3]=1.[CH2:7]([Sn:11](Cl)([CH2:16][CH2:17][CH2:18][CH3:19])[CH2:12][CH2:13][CH2:14][CH3:15])[CH2:8][CH2:9][CH3:10]>C(OCC)C>[CH2:16]([Sn:11]([CH2:7][CH2:8][CH2:9][CH3:10])([CH2:12][CH2:13][CH2:14][CH3:15])[C:2]1[CH:6]=[CH:5][S:4][CH:3]=1)[CH2:17][CH2:18][CH3:19]. Procedure: 5 g of 3-bromothiophene was dissolved in 35 ml of anhydrous ethyl ether, and with stirring under cooling at -70° to -65° C., 19 ml of a 15% n-butyllithium-hexane solution and 10.5 g of tributyltin chloride were added. The mixture was stirred at the above temperature for 1 hour and then at room temperature for 1 hour. The reaction mixture was washed with a saturated aqueous solution of sodium hydrogen carbonate, and then the solvent was evaporated. The residue was purified by distillation under r... Starting materials: C(CCC)(=O)C1C(CC(C(C1O)C(=O)OC)CC(C)SCC=C)O (2-butyryl-4-methoxycarbonyl-5-(2-allylthiopropyl)-cyclohexane-1,3-diol), [Cl-].C(C=C)O[NH3+] (allyloxiammonium chloride), ice water. The solvent is C(C)O (ethanol), C(C)(=O)[O-].[Na+] (sodium acetate). Run at time 20 hour. Product: C(C=C)OC(CCC)=C1C(CC(C(C1=O)C(=O)OC)CC(C)SCC=C)=O (2-(1-allyloxibutylidene)-4-methoxycarbonyl-5-(2-allylthiopropyl)-cyclohexane-1,3-dione). As a reaction SMILES: [C:1]([CH:6]1[CH:11]([OH:12])[CH:10]([C:13]([O:15][CH3:16])=[O:14])[CH:9]([CH2:17][CH:18]([S:20][CH2:21][CH:22]=[CH2:23])[CH3:19])[CH2:8][CH:7]1[OH:24])(=[O:5])[CH2:2][CH2:3][CH3:4].[Cl-].[CH2:26](O[NH3+])[CH:27]=[CH2:28]>C(O)C.C([O-])(=O)C.[Na+]>[CH2:28]([O:5][C:1](=[C:6]1[C:11](=[O:12])[CH:10]([C:13]([O:15][CH3:16])=[O:14])[CH:9]([CH2:17][CH:18]([S:20][CH2:21][CH:22]=[CH2:23])[CH3:19])[CH2:8][C:7]1=[O:24])[CH2:2][CH2:3][CH3:4])[CH:27]=[CH2:26] |f:1.2,4.5|. Procedure details: 10.6 parts by weight of 2-butyryl-4-methoxycarbonyl-5-(2-allylthiopropyl)-cyclohexane-1,3-diol are dissolved in 150 parts by volume of ethanol, 3.3 parts by weight of allyloxiammonium chloride and 2.9 parts by weight of sodium acetate are added and the mixture is stirred for 20 hours at room temperature. Thereafter, the mixture is poured into ice water, the resulting mixture is extracted with methylene chloride and the latter is stripped off to give 11.3 g of 2-(1-allyloxibutylidene)-4-methoxyca... Starting materials: ClC1=C(C=C(S1)C(=O)N[C@@H](CC1CCCCC1)CN1C(C2=CC=CC=C2C1=O)=O)C1=C(C=NN1C)Cl (5-chloro-4-(4-chloro-1-methyl-1H-pyrazol-5-yl)-N-{(1S)-2-cyclohexyl-1-[(1,3-dioxo-1,3-dihydro-2H-isoindol-2-yl)methyl]ethyl}-2-thiophenecarboxamide), NN (hydrazine). Run in O1CCCC1 (tetrahydrofuran), CO (methanol). Conditions: time 12 hour. The product is NC[C@H](CC1CCCCC1)NC(=O)C=1SC(=C(C1)C1=C(C=NN1C)Cl)Cl (N-[(1S)-2-amino-1-(cyclohexylmethyl)ethyl]-5-chloro-4-(4-chloro-1-methyl-1H-pyrazol-5-yl)-2-thiophenecarboxamide). Isolated yield 70.7%. Reaction SMILES: [Cl:1][C:2]1[S:6][C:5]([C:7]([NH:9][C@H:10]([CH2:18][N:19]2C(=O)C3C(=CC=CC=3)C2=O)[CH2:11][CH:12]2[CH2:17][CH2:16][CH2:15][CH2:14][CH2:13]2)=[O:8])=[CH:4][C:3]=1[C:30]1[N:34]([CH3:35])[N:33]=[CH:32][C:31]=1[Cl:36].NN>O1CCCC1.CO>[NH2:19][CH2:18][C@@H:10]([NH:9][C:7]([C:5]1[S:6][C:2]([Cl:1])=[C:3]([C:30]2[N:34]([CH3:35])[N:33]=[CH:32][C:31]=2[Cl:36])[CH:4]=1)=[O:8])[CH2:11][CH:12]1[CH2:13][CH2:14][CH2:15][CH2:16][CH2:17]1. Procedure: To a solution of 5-chloro-4-(4-chloro-1-methyl-1H-pyrazol-5-yl)-N-{(1S)-2-cyclohexyl-1-[(1,3-dioxo-1,3-dihydro-2H-isoindol-2-yl)methyl]ethyl}-2-thiophenecarboxamide (303 mg, 0.55 mmol) in tetrahydrofuran (2.78 ml) and methanol (2.78 ml) at 25° C. was added hydrazine (0.17 ml, 5.55 mmol) dropwise. After 12 h, the solution was concentrated, dry loaded onto silica and purified by column chromatography (5% MeOH in DCM (1% NH4OH)). The free base was then converted to the HCl salt by adding excess 4M ... Reactants: ClC1=C(C=CC(=C1)Cl)NN=C(C(C=CN(C)C)=O)C(C=CN(C)C)=O (1,7-bis(N,N-dimethylamino)-1,6-heptadien-3,4,5-trione 4-(2,4-dichlorophenyl)hydrazone). Run in ClCCl (dichloromethane). Conditions: temperature 80 celsius, time 2 hour. The product is ClC1=C(C=CC(=C1)Cl)N1N=C(C(C=C1)=O)C(C=CN(C)C)=O (1-(2,4-dichlorophenyl)-3-[3-(N,N-dimethylamino)-1-oxo-2-propenyl]4(1H)-pyridazi- none). Yield: 75.6%. RXN SMILES: [Cl:1][C:2]1[CH:7]=[C:6]([Cl:8])[CH:5]=[CH:4][C:3]=1[NH:9][N:10]=[C:11]([C:19](=[O:25])[CH:20]=[CH:21][N:22]([CH3:24])[CH3:23])[C:12](=[O:18])[CH:13]=[CH:14]N(C)C>ClCCl>[Cl:1][C:2]1[CH:7]=[C:6]([Cl:8])[CH:5]=[CH:4][C:3]=1[N:9]1[CH:14]=[CH:13][C:12](=[O:18])[C:11]([C:19](=[O:25])[CH:20]=[CH:21][N:22]([CH3:24])[CH3:23])=[N:10]1. Reported procedure: 1,7-bis(N,N-dimethylamino)-1,6-heptadien-3,4,5-trione 4-(2,4-dichlorophenyl)hydrazone (2.10 g) was dissolved in dry dichloromethane (6 ml), silica gel (19 g) was added and solvent was removed in vacuo. The mixture was heated at 80° C. for 30 minutes and then at 120° C. for 2 hours. After cooling, the product was extracted with acetone and the acetone was removed in vacuo. The oily residue was solidified with diethyl ether to afford 1-(2,4-dichlorophenyl)-3-[3-(N,N-dimethylamino)-1-oxo-2-propenyl... The reactants are ClC1=C(C=CC=C1)C1=CC=2N(C=3C=CC(=CC3C2C2=C1C(NC2=O)=O)OC)CCC(=O)N (3-(4-(2-Chlorophenyl)-9-methoxy-1,3-dioxo-2,3-dihydropyrrolo[3,4-c]carbazol-6 (1H)-yl)propanamide), B(Br)(Br)Br (BBr3). Product: ClC1=C(C=CC=C1)C1=CC=2N(C=3C=CC(=CC3C2C2=C1C(NC2=O)=O)O)CCC(=O)N (3-(4-(2-Chlorophenyl)-9-hydroxy-1,3-dioxo-2,3-dihydropyrrolo[3,4-c]carbazol-6 (1H)-yl)propanamide). Yield: 77.0%. As a reaction SMILES: [Cl:1][C:2]1[CH:7]=[CH:6][CH:5]=[CH:4][C:3]=1[C:8]1[C:20]2[C:21](=[O:25])[NH:22][C:23](=[O:24])[C:19]=2[C:18]2[C:17]3[CH:16]=[C:15]([O:26]C)[CH:14]=[CH:13][C:12]=3[N:11]([CH2:28][CH2:29][C:30]([NH2:32])=[O:31])[C:10]=2[CH:9]=1.B(Br)(Br)Br>>[Cl:1][C:2]1[CH:7]=[CH:6][CH:5]=[CH:4][C:3]=1[C:8]1[C:20]2[C:21](=[O:25])[NH:22][C:23](=[O:24])[C:19]=2[C:18]2[C:17]3[CH:16]=[C:15]([OH:26])[CH:14]=[CH:13][C:12]=3[N:11]([CH2:28][CH2:29][C:30]([NH2:32])=[O:31])[C:10]=2[CH:9]=1. Procedure: Demethylation of (118) prepared as described in example 231 with BBr3 using the procedure described in example 80 gave (119) as a yellow/orange powder (77%), mp 319–322° C. 1H NMR δ [(CD3)2SO] 11.06 (br s, 1H), 9.36 (br s, 1H), 8.37 (d, J=2.4 Hz, 1H), 7.77 (s, 1H), 7.60–7.55 (m, 2H), 7.52–7.43 (m, 3H), 7.35 (br, 1H), 7.13 (dd, J=8.8, 2.4 Hz, 1H), 6.87 (br, 1H), 4.65 (t, J=6.7 Hz, 2H), 2.57 (t, J=6.7 Hz, 2H). FABMS found M+: 435.0833, 433.0828. C23H16ClN3O4 requires 435.0800, 433.0829.